From a dataset of the Open Reaction Database (ORD), a public repository of structured organic reaction records. describe an organic reaction: reactants, conditions, products, and yield Reaction SMILES: [CH3:1][Si:2](Cl)([CH3:4])[CH3:3].[Br:6][C:7]1[CH:14]=[CH:13][C:10]([CH2:11][OH:12])=[CH:9][CH:8]=1>C1(C)C=CC=CC=1.N1C=CC=CC=1>[CH3:1][Si:2]([O:12][CH2:11][C:10]1[CH:13]=[CH:14][C:7]([Br:6])=[CH:8][CH:9]=1)([CH3:4])[CH3:3]. Procedure: Trimethylsilyl chloride (1.9 ml, 15 mmol) was added dropwise to a stirred solution of 4-bromobenzyl alcohol (2.0 g, 11 mmol) in toluene (25 ml) and pyridine (2 ml) at 0° C. The stirred mixture was heated to ambient temperature during 3 hours. The reaction mixture was filtered and the organic solution evaporated to yield pure 4-bromobenzyl trimethylsilyl ether. The silyl ether can be further purified by distillation (b.p. 73° C., 0.1 mm Hg). Yield after distillation: 1.49 g (50%) Run in C1(=CC=CC=C1)C (toluene), N1=CC=CC=C1 (pyridine). Starting materials: C[Si](C)(C)Cl (Trimethylsilyl chloride), BrC1=CC=C(CO)C=C1 (4-bromobenzyl alcohol). Product: C[Si](C)(C)OCC1=CC=C(C=C1)Br (4-bromobenzyl trimethylsilyl ether). The reactants are solution, Cl (hydrogen chloride), CN(CC(COC1=C(C=CC=C1)CCCCC1=CC=C(C=C1)OC)O)C (3-dimethylamino-1-{2-[4-(4-methoxyphenyl ) butyl]phenoxy}-2-propanol). The solvent is O1CCOCC1 (dioxane), C(C)(=O)OCC (ethyl acetate). Yields the product Cl.CN(CC(COC1=C(C=CC=C1)CCCCC1=CC=C(C=C1)OC)O)C (3-Dimethylamino-1-{2-[4-(4-methoxyphenyl)butyl]phenoxy}-2-propanol hydrochloride). Yield: 80.0%. RXN SMILES: [ClH:1].[CH3:2][N:3]([CH3:27])[CH2:4][CH:5]([OH:26])[CH2:6][O:7][C:8]1[CH:13]=[CH:12][CH:11]=[CH:10][C:9]=1[CH2:14][CH2:15][CH2:16][CH2:17][C:18]1[CH:23]=[CH:22][C:21]([O:24][CH3:25])=[CH:20][CH:19]=1>O1CCOCC1.C(OCC)(=O)C>[ClH:1].[CH3:27][N:3]([CH3:2])[CH2:4][CH:5]([OH:26])[CH2:6][O:7][C:8]1[CH:13]=[CH:12][CH:11]=[CH:10][C:9]=1[CH2:14][CH2:15][CH2:16][CH2:17][C:18]1[CH:23]=[CH:22][C:21]([O:24][CH3:25])=[CH:20][CH:19]=1 |f:4.5|. Procedure details: Following a procedure similar to that described in Example 1(c), 0.23 ml of a 4N solution of hydrogen chloride in dioxane was added to a solution of 216 mg of 3-dimethylamino-1-{2-[4-(4-methoxyphenyl ) butyl]phenoxy}-2-propanol [prepared as described in step (b) above] in 10 ml of ethyl acetate. The reaction mixture was then concentrated by evaporation under reduced pressure, and the resulting residue was dissolved in 10 ml of ethyl acetate and then allowed to stand. The crystals which precipita... Starting materials: ClC=1C=C(C=C(C1)Cl)C(C)C (3,5-dichlorocumene), ClC1=C(C=CC(=C1)Cl)C(C)C (2,4-dichlorocumene). Reagents/catalysts: aluminum halide. Yields the product ClC1=CC=C(C=C1)Cl (1,4-dichlorobenzene), ClC1=C(C=CC(=C1)Cl)C(C)C (2,4-dichlorocumene), ClC=1C=C(C=C(C1)Cl)C(C)C (3,5-dichlorocumene). RXN SMILES: [Cl:1][C:2]1[CH:7]=[C:6]([Cl:8])[CH:5]=[CH:4][C:3]=1[CH:9]([CH3:11])[CH3:10].[Cl:12][C:13]1[CH:14]=[C:15]([CH:20]([CH3:22])[CH3:21])[CH:16]=[C:17]([Cl:19])[CH:18]=1>>[Cl:8][C:6]1[CH:5]=[CH:4][C:3]([Cl:12])=[CH:2][CH:7]=1.[Cl:1][C:2]1[CH:7]=[C:6]([Cl:8])[CH:5]=[CH:4][C:3]=1[CH:9]([CH3:11])[CH3:10].[Cl:12][C:13]1[CH:14]=[C:15]([CH:20]([CH3:22])[CH3:21])[CH:16]=[C:17]([Cl:19])[CH:18]=1. Reported procedure: isomerizing the 2,4-dichlorocumene in said product to 3,5-dichlorocumene in the presence of an activated aluminum halide catalyst at a temperature of from 10° to 60° C. to yield an effluent of 1,4-dichlorobenzene, 2,4-dichlorocumene, and 3,5-dichlorocumene; Reactants: CN(C(=O)N[C@@H]1[C@H]([C@@H]([C@H](OC1O)CO)O)O)N=O (streptozocin), gum, CCOCC (ether), CN(C(=O)N[C@@H]1[C@H]([C@@H]([C@H](OC1O)CO)O)O)N=O (streptozocin). The solvent is O (water). Conditions: time 18 hour. Product: OC[C@H](O)[C@@H](O)[C@H](O)[C@H](O)CO (sorbitol). RXN SMILES: CN(N=O)C(N[C@H:6]1[CH:11]([OH:12])[O:10][C@H:9]([CH2:13][OH:14])[C@@H:8]([OH:15])[C@@H:7]1[OH:16])=O.CC[O:21]CC>O>[OH:14][CH2:13][C@@H:9]([C@H:8]([C@@H:7]([C@@H:6]([CH2:11][OH:12])[OH:21])[OH:16])[OH:15])[OH:10]. Procedure details: Spraque-Dawley rats (male, 5-7-week-old, 5 animals per group) were fasted for 18 hours, and received injection of 70 mg/kg of streptozocin (Cal Biochem Co.) into the caudal vein under anesthesia with ether, so that diabetic rats were obtained. From immediately after the injection of streptozocin these rats were given orally the test compound of 50 mg/kg or 30 mg/kg in the form of 5% gum arabic suspension twice a day (at 10 a.m. and 5 p.m.) for 2 days. During this period the rats were allowed to ... Starting materials: COC1=CC=C(C=C1)C#CC1=CC=C(C=O)C=C1 (4-[(4-methoxyphenyl)ethynyl]benzaldehyde), NC=1C=CC2=C(C(OC(O2)(C)C)=O)C1 (6-amino-2,2-dimethyl-benzo[1,3]dioxin-4-one). The product is COC1=CC=C(C=C1)C#CC1=CC=C(CNC2=CC3=C(OC(OC3=O)(C)C)C=C2)C=C1 (6-({4-[(4-methoxyphenyl)ethynyl]benzyl}amino)-2,2-dimethyl-4H-1,3-benzodioxin-4-one). Yield: 53.8%. Reaction SMILES: [CH3:1][O:2][C:3]1[CH:8]=[CH:7][C:6]([C:9]#[C:10][C:11]2[CH:18]=[CH:17][C:14]([CH:15]=O)=[CH:13][CH:12]=2)=[CH:5][CH:4]=1.[NH2:19][C:20]1[CH:21]=[CH:22][C:23]2[O:28][C:27]([CH3:30])([CH3:29])[O:26][C:25](=[O:31])[C:24]=2[CH:32]=1>>[CH3:1][O:2][C:3]1[CH:8]=[CH:7][C:6]([C:9]#[C:10][C:11]2[CH:18]=[CH:17][C:14]([CH2:15][NH:19][C:20]3[CH:21]=[CH:22][C:23]4[O:28][C:27]([CH3:29])([CH3:30])[O:26][C:25](=[O:31])[C:24]=4[CH:32]=3)=[CH:13][CH:12]=2)=[CH:5][CH:4]=1. Procedure: The title compound was prepared following procedure described in Example 1, step c) from 4-[(4-methoxyphenyl)ethynyl]benzaldehyde (1.31 g; 5.53 mmol, intermediate which may be obtained according to methods disclosed in EP03103780.7) and 6-amino-2,2-dimethyl-benzo[1,3]dioxin-4-one (1.07 g; 5.53 mmol). The crude (1.7 g) was purified by recrystallisation from MeOH/EtOAc to give 1.23 g (54%) of the title compound as a yellow powder. HPLC, Rt: 4.77 min (purity: 77%). 1H NMR (CDCl3) δ: 7.46 (m, 4H), 7... Reactants: C(C1=CC=CC=C1)N1CCC2=CC(=CC=C12)O (1-benzylindolin-5-ol), COC=1C=C(C=CC1OC)N=C=O (3,4-dimethoxyphenylisocyanate), Example 2 ( 2 ). The product is COC=1C=C(C=CC1OC)NC(OC=1C=C2CCN(C2=CC1)CC1=CC=CC=C1)=O (1-benzylindolin-5-yl 3,4-dimethoxyphenylcarbamate), solid. Isolated yield 50.0%. RXN SMILES: [CH2:1]([N:8]1[C:16]2[C:11](=[CH:12][C:13]([OH:17])=[CH:14][CH:15]=2)[CH2:10][CH2:9]1)[C:2]1[CH:7]=[CH:6][CH:5]=[CH:4][CH:3]=1.[CH3:18][O:19][C:20]1[CH:21]=[C:22]([N:28]=[C:29]=[O:30])[CH:23]=[CH:24][C:25]=1[O:26][CH3:27]>>[CH3:18][O:19][C:20]1[CH:21]=[C:22]([NH:28][C:29](=[O:30])[O:17][C:13]2[CH:12]=[C:11]3[C:16](=[CH:15][CH:14]=2)[N:8]([CH2:1][C:2]2[CH:3]=[CH:4][CH:5]=[CH:6][CH:7]=2)[CH2:9][CH2:10]3)[CH:23]=[CH:24][C:25]=1[O:26][CH3:27]. Reported procedure: The title compound was synthesized from 1-benzylindolin-5-ol (30.0 mg, 0.133 mmol) using the same procedure employed for Example 2 (2), but with 3,4-dimethoxyphenylisocyanate instead of 4-isopropylphenylisocyanate. The product was obtained as a white solid (26.9 mg, 50%) having the following characteristics. The reactants are O (water), C(=O)([O-])[O-].[Na+].[Na+] (Na2CO3), [BH4-].[Na+] (sodium borohydride), O1C(=CC=C1)C1=CC(=NN1C1=C(C#N)C=CC=C1)C(F)(F)F (2-[5-(2-furyl)-3-(trifluoromethyl)-1H-pyrazol-1-yl]benzonitrile), [BH4-].[Na+] (sodium borohydride). The reagents and catalysts are [Co](Cl)Cl (Cobalt chloride). Run in CCOC(=O)C (EtOAc), CCOC(=O)C (EtOAc), CN(C)C=O (DMF). Reaction conditions: temperature 0 celsius, time 45 minute. The product is O1C(=CC=C1)C1=CC(=NN1C1=C(CN)C=CC=C1)C(F)(F)F (2-[5-(2-Furyl)-3-(trifluoromethyl)-1H-pyrazol-1-yl]benzylamine). The yield is 90.2%. As a reaction SMILES: [O:1]1[CH:5]=[CH:4][CH:3]=[C:2]1[C:6]1[N:10]([C:11]2[CH:18]=[CH:17][CH:16]=[CH:15][C:12]=2[C:13]#[N:14])[N:9]=[C:8]([C:19]([F:22])([F:21])[F:20])[CH:7]=1.[BH4-].[Na+].O.C([O-])([O-])=O.[Na+].[Na+]>CN(C=O)C.CCOC(C)=O.[Co](Cl)Cl>[O:1]1[CH:5]=[CH:4][CH:3]=[C:2]1[C:6]1[N:10]([C:11]2[CH:18]=[CH:17][CH:16]=[CH:15][C:12]=2[CH2:13][NH2:14])[N:9]=[C:8]([C:19]([F:21])([F:20])[F:22])[CH:7]=1 |f:1.2,4.5.6|. Reported procedure: Cobalt chloride (1.76 g, 13.6 mmol) was added to 2-[5-(2-furyl)-3-(trifluoromethyl)-1H-pyrazol-1-yl]benzonitrile (4.12 g, 13.6 mmol) and sodium borohydride (1.03 g, 27.2 mmol) in DMF (40 mL). The reaction turned black and became warm. An ice bath was added and the reaction was stirred at 0° C. for 45 min, then at room temperature for 23 h. Additional sodium borohydride (0.25 g, 6.6 mmol) was added and the resulting mixture was stirred at room temperature for 6 h. A room temperature water bath wa...